This data is from the Open Reaction Database (ORD), a public repository of structured organic reaction records. The task is: describe an organic reaction: reactants, conditions, products, and yield Reactants: CCCCN1C(=O)c2cc(C=CC(=O)OC)ccc2OC12CCN(C(=O)OC(C)(C)C)CC2, Cl, C1COCCO1. Yields the product CCCCN1C(=O)c2cc(C=CC(=O)OC)ccc2OC12CCNCC2, Cl. As a reaction SMILES: [CH3:1][O:2][C:3]([CH:4]=[CH:5][c:6]1[cH:7][cH:8][c:9]2[c:10]([cH:32]1)[C:11](=[O:31])[N:12]([CH2:27][CH2:28][CH2:29][CH3:30])[C:13]1([O:14]2)[CH2:15][CH2:16][N:17]([C:20]([O:21][C:22]([CH3:23])([CH3:24])[CH3:25])=[O:26])[CH2:18][CH2:19]1)=[O:33].[ClH:34].[O:35]1[CH2:36][CH2:37][O:38][CH2:39][CH2:40]1>>[CH3:1][O:2][C:3]([CH:4]=[CH:5][c:6]1[cH:7][cH:8][c:9]2[c:10]([cH:32]1)[C:11](=[O:31])[N:12]([CH2:27][CH2:28][CH2:29][CH3:30])[C:13]1([O:14]2)[CH2:15][CH2:16][NH:17][CH2:18][CH2:19]1)=[O:33].[ClH:34]. The reactants are ClC1=C2N=C(N(C2=NC=N1)CC1=CC=C(C=C1)F)CC1CCN(CC1)CC1=CC=CC=C1 (6-chloro-9-[(4-fluorophenyl)methyl]-8-[[1-(phenylmethyl)-4-piperidinyl]-methyl]-9H-purine), Cl (hydrochloric acid), [OH-].[NH4+] (ammonium hydroxide). Product: FC1=CC=C(C=C1)CN1C=2N=CNC(C2N=C1CC1CCN(CC1)CC1=CC=CC=C1)=O (9-[(4-fluorophenyl)methyl]-1,9-dihydro-8-[[1-(phenylmethyl)-4-piperidinyl]methyl]-6H-purin-6-one). The yield is 52.0%. RXN SMILES: Cl[C:2]1[N:10]=[CH:9][N:8]=[C:7]2[C:3]=1[N:4]=[C:5]([CH2:19][CH:20]1[CH2:25][CH2:24][N:23]([CH2:26][C:27]3[CH:32]=[CH:31][CH:30]=[CH:29][CH:28]=3)[CH2:22][CH2:21]1)[N:6]2[CH2:11][C:12]1[CH:17]=[CH:16][C:15]([F:18])=[CH:14][CH:13]=1.Cl.[OH-:34].[NH4+]>>[F:18][C:15]1[CH:14]=[CH:13][C:12]([CH2:11][N:6]2[C:5]([CH2:19][CH:20]3[CH2:21][CH2:22][N:23]([CH2:26][C:27]4[CH:32]=[CH:31][CH:30]=[CH:29][CH:28]=4)[CH2:24][CH2:25]3)=[N:4][C:3]3[C:2](=[O:34])[NH:10][CH:9]=[N:8][C:7]2=3)=[CH:17][CH:16]=1 |f:2.3|. Reported procedure: A mixture of 3 parts of 6-chloro-9-[(4-fluorophenyl)methyl]-8-[[1-(phenylmethyl)-4-piperidinyl]-methyl]-9H-purine and 50 parts of a hydrochloric acid solution 1N was stirred and refluxed for 1.5 hours. After cooling, the mixture was made alkaline with ammonium hydroxide. The product was extracted with trichloromethane. The extract was washed with water, dried, filtered and evaporated. The residue was crystallized from a mixture of acetonitrile and ethanol. The product was filtered off and dried,...